From a dataset of the Open Reaction Database (ORD), a public repository of structured organic reaction records. describe an organic reaction: reactants, conditions, products, and yield The reactants are CCO, [H][H], COc1cc(CP(=O)(OCCO)OCCO)ccc1[N+](=O)[O-]. Product: COc1cc(CP(=O)(OCCO)OCCO)ccc1N. As a reaction SMILES: [CH3:25][CH2:26][OH:27].[H:23][H:24].[OH:1][CH2:2][CH2:3][O:4][P:5]([O:6][CH2:7][CH2:8][OH:9])(=[O:10])[CH2:11][c:12]1[cH:13][c:14]([O:21][CH3:22])[c:15]([N+:18]([O-:19])=[O:20])[cH:16][cH:17]1>>[OH:1][CH2:2][CH2:3][O:4][P:5]([O:6][CH2:7][CH2:8][OH:9])(=[O:10])[CH2:11][c:12]1[cH:13][c:14]([O:21][CH3:22])[c:15]([NH2:18])[cH:16][cH:17]1.